This data is from the Open Reaction Database (ORD), a public repository of structured organic reaction records. The task is: describe an organic reaction: reactants, conditions, products, and yield Reactants: Cn1c(C(=O)O)cc2cccc(C(=O)O)c21, Cl, c1ccc2ncccc2c1. Yields the product Cn1ccc2cccc(C(=O)O)c21. As a reaction SMILES: [CH3:1][n:2]1[c:3]([C:14]([OH:15])=[O:16])[cH:4][c:5]2[cH:6][cH:7][cH:8][c:9]([C:11](=[O:12])[OH:13])[c:10]12.[ClH:27].[cH:17]1[cH:18][c:19]2[c:20]([n:21][cH:22][cH:23][cH:24]2)[cH:25][cH:26]1>>[CH3:1][n:2]1[cH:3][cH:4][c:5]2[cH:6][cH:7][cH:8][c:9]([C:11](=[O:12])[OH:13])[c:10]12.